Dataset: the Open Reaction Database (ORD), a public repository of structured organic reaction records. Task: describe an organic reaction: reactants, conditions, products, and yield Starting materials: C(C)N(CCCC1=C(C=CC(=C1)F)S(=O)(=O)NC1=CC=C2C3=C(COC2=C1C(=O)OC)OC=C3)CC (methyl 7-[2-(3-diethylaminopropyl)-4-fluorobenzenesulfonylamino]-4H-furo[2,3-c]chromene-6-carboxylate), C(C)N(CCCC1=C(C=CC(=C1)F)S(=O)(=O)NC1=CC=C2C3=C(COC2=C1C(=O)OC)OC=C3)CC (methyl 7-[2-(3-diethylaminopropyl)-4-fluorobenzenesulfonylamino]-4H-furo[2,3-c]chromene-6-carboxylate), [OH-].[Li+] (lithium hydroxide), C(=O)O (formic acid). The solvent is O1CCOCC1 (dioxane), O (water), O (water). Conditions: temperature 90 celsius. Product: C(C)N(CCCC1=C(C=CC(=C1)F)S(=O)(=O)NC1=CC=C2C3=C(COC2=C1C(=O)O)OC=C3)CC (7-[2-(3-diethylaminopropyl)-4-fluorobenzenesulfonylamino]-4H-furo[2,3-c]chromene-6-carboxylic acid). Isolated yield 19.8%. As a reaction SMILES: [CH2:1]([N:3]([CH2:35][CH3:36])[CH2:4][CH2:5][CH2:6][C:7]1[CH:12]=[C:11]([F:13])[CH:10]=[CH:9][C:8]=1[S:14]([NH:17][C:18]1[C:27]([C:28]([O:30]C)=[O:29])=[C:26]2[C:21]([C:22]3[CH:34]=[CH:33][O:32][C:23]=3[CH2:24][O:25]2)=[CH:20][CH:19]=1)(=[O:16])=[O:15])[CH3:2].[OH-].[Li+].C(O)=O>O1CCOCC1.O>[CH2:35]([N:3]([CH2:1][CH3:2])[CH2:4][CH2:5][CH2:6][C:7]1[CH:12]=[C:11]([F:13])[CH:10]=[CH:9][C:8]=1[S:14]([NH:17][C:18]1[C:27]([C:28]([OH:30])=[O:29])=[C:26]2[C:21]([C:22]3[CH:34]=[CH:33][O:32][C:23]=3[CH2:24][O:25]2)=[CH:20][CH:19]=1)(=[O:16])=[O:15])[CH3:36] |f:1.2|. Procedure details: A mixture of methyl 7-[2-(3-diethylaminopropyl)-4-fluorobenzenesulfonylamino]-4H-furo[2,3-c]chromene-6-carboxylate (Intermediate 45, 0.130 g) and lithium hydroxide (0.105 g) in dioxane (3 mL) and water (1 mL) was heated at 90° C. for 20 hours. After cooling, the mixture was diluted with water (20 mL) and acidified to pH5-6 with formic acid. This was extracted into ethyl acetate. The combined organic layers were dried (MgSO4), filtered and the filtrate was concentrated in vacuo. The residue was p... Reactants: O=C([O-])[O-], Cc1ccccc1, CCO, [Cs+], [Cs+], CSc1ncc2c(N)c(Br)c(=O)n(C3CCC3)c2n1, [Na+], O=C([O-])O, OB(O)c1ccccc1, c1ccc(P(c2ccccc2)(c2ccccc2)[Pd](P(c2ccccc2)(c2ccccc2)c2ccccc2)(P(c2ccccc2)(c2ccccc2)c2ccccc2)P(c2ccccc2)(c2ccccc2)c2ccccc2)cc1. Product: CSc1ncc2c(N)c(-c3ccccc3)c(=O)n(C3CCC3)c2n1. Reaction SMILES: [C:29](=[O:30])([O-:31])[O-:32].[CH3:40][c:41]1[cH:42][cH:43][cH:44][cH:45][cH:46]1.[CH3:47][CH2:48][OH:49].[Cs+:33].[Cs+:34].[NH2:1][c:2]1[c:3]([Br:19])[c:4](=[O:18])[n:5]([CH:14]2[CH2:15][CH2:16][CH2:17]2)[c:6]2[n:7][c:8]([S:12][CH3:13])[n:9][cH:10][c:11]12.[Na+:39].[O-:35][C:36]([OH:37])=[O:38].[OH:20][B:21]([OH:22])[c:23]1[cH:24][cH:25][cH:26][cH:27][cH:28]1.[cH:50]1[cH:51][cH:52][c:53]([P:54]([Pd:55]([P:56]([c:57]2[cH:58][cH:59][cH:60][cH:61][cH:62]2)([c:63]2[cH:64][cH:65][cH:66][cH:67][cH:68]2)[c:69]2[cH:70][cH:71][cH:72][cH:73][cH:74]2)([P:75]([c:76]2[cH:77][cH:78][cH:79][cH:80][cH:81]2)([c:82]2[cH:83][cH:84][cH:85][cH:86][cH:87]2)[c:88]2[cH:89][cH:90][cH:91][cH:92][cH:93]2)[P:94]([c:95]2[cH:96][cH:97][cH:98][cH:99][cH:100]2)([c:101]2[cH:102][cH:103][cH:104][cH:105][cH:106]2)[c:107]2[cH:108][cH:109][cH:110][cH:111][cH:112]2)([c:113]2[cH:114][cH:115][cH:116][cH:117][cH:118]2)[c:119]2[cH:120][cH:121][cH:122][cH:123][cH:124]2)[cH:125][cH:126]1>>[NH2:1][c:2]1[c:3](-[c:23]2[cH:24][cH:25][cH:26][cH:27][cH:28]2)[c:4](=[O:18])[n:5]([CH:14]2[CH2:15][CH2:16][CH2:17]2)[c:6]2[n:7][c:8]([S:12][CH3:13])[n:9][cH:10][c:11]12. The reactants are O (water), C[Si](C=1NC2=CC=CC=C2C1)(C)C (2-trimethylsilyl indole), C(C)(=O)OC(C)C (Isopropyl acetate), Cl (HCl). Run in CO (methanol). Run at time 2 hour. The product is N1C=CC2=CC=CC=C12 (indole). As a reaction SMILES: C[Si](C)(C)[C:3]1[NH:4][C:5]2[C:10]([CH:11]=1)=[CH:9][CH:8]=[CH:7][CH:6]=2.Cl.C(OC(C)C)(=O)C.O>CO>[NH:4]1[C:5]2[C:10](=[CH:9][CH:8]=[CH:7][CH:6]=2)[CH:11]=[CH:3]1. Procedure details: A mixture of the 2-trimethylsilyl indole product of Example 1 (0.50 g, 2.6 mmol) in 5 mL methanol was treated with 2.5N HCl (2.11 mL, 5.2 mmol) and the reaction mixture was aged at room temperature for 2 h. Isopropyl acetate (50 mL) and water (10 mL). were then added. The layers were separated and the organic layer was concentrated under vacuum. The residual oil was chromatographed over silica gel to afford the indole as a white solid. Reactants: O=C([O-])[O-], ClCc1ccncc1, NCCO, Cl, [K+], [K+], O=[N+]([O-])O, C1CCOC1, O. Product: O=C(NCCO)c1ccncc1. As a reaction SMILES: [C:19](=[O:20])([O-:21])[O-:22].[CH2:10]([c:11]1[cH:12][cH:13][n:14][cH:15][cH:16]1)[Cl:17].[CH2:5]([OH:6])[CH2:7][NH2:8].[ClH:9].[K+:23].[K+:24].[N+:1](=[O:2])([O-:3])[OH:4].[O:25]1[CH2:26][CH2:27][CH2:28][CH2:29]1.[OH2:18]>>[O:2]=[C:10]([NH:8][CH2:7][CH2:5][OH:6])[c:11]1[cH:12][cH:13][n:14][cH:15][cH:16]1. Reactants: tert-butyl 2-hydroxyethyl (methyl)carbamate, C(C)(=O)OCC (Ethyl acetate), FC1=CC=C(C(=O)Cl)C=C1 (4-fluorobenzoyl chloride), N1=CC=CC=C1 (pyridine), C(C)(=O)OCC (ethyl acetate). Reaction conditions: time 6.5 hour. Product: Cl.FC1=CC=C(C(=O)OCCNC)C=C1 (2-(Methylamino)ethyl 4-fluorobenzoate hydrochloride). RXN SMILES: [F:1][C:2]1[CH:10]=[CH:9][C:5]([C:6]([Cl:8])=[O:7])=[CH:4][CH:3]=1.[N:11]1[CH:16]=CC=[CH:13][CH:12]=1.C(OCC)(=[O:19])C>>[ClH:8].[F:1][C:2]1[CH:10]=[CH:9][C:5]([C:6]([O:19][CH2:13][CH2:12][NH:11][CH3:16])=[O:7])=[CH:4][CH:3]=1 |f:3.4|. Procedure: To a mixture of tert-butyl 2-hydroxyethyl (methyl)carbamate (1.75 g) obtained in Reference Example 1 and ethyl acetate (10 mL) were added 4-fluorobenzoyl chloride (1.74 g) and pyridine (0.97 mL). The mixture was stirred at room temperature for 6.5 hrs. Ethyl acetate (80 mL) was added to the reaction mixture, and the mixture was washed with water (30 mL), a saturated aqueous sodium hydrogen carbonate solution (30 mL), water (30 mL) and saturated brine (30 mL), and dried over anhydrous magnesium s... The product is CC(C)(C)c1ccc(CN(CCc2cccc(OC(F)(F)F)c2)C(=O)c2cc(Cl)cc3cc[nH]c23)cc1. RXN SMILES: [B-:14]([F:15])([F:16])([F:17])[F:18].[C:45]([CH3:46])([CH3:47])([CH3:48])[c:49]1[cH:50][cH:51][c:52]([CH2:53][NH:54][CH2:55][CH2:56][c:57]2[cH:58][c:59]([O:63][C:64]([F:65])([F:66])[F:67])[cH:60][cH:61][cH:62]2)[cH:68][cH:69]1.[CH:36]([N:37]([CH2:38][CH3:39])[CH:40]([CH3:41])[CH3:42])([CH3:43])[CH3:44].[Cl:1][c:2]1[cH:3][c:4]2[cH:5][cH:6][nH:7][c:8]2[c:9]([C:11](=[O:12])[OH:13])[cH:10]1.[O:70]=[CH:71][N:72]([CH3:73])[CH3:74].[OH2:75].[n:19]1([O:20][C:21]([N:22]([CH3:23])[CH3:24])=[N+:25]([CH3:26])[CH3:27])[c:28]2[cH:29][cH:30][cH:31][cH:32][c:33]2[n:34][n:35]1>>[Cl:1][c:2]1[cH:3][c:4]2[cH:5][cH:6][nH:7][c:8]2[c:9]([C:11](=[O:13])[N:54]([CH2:53][c:52]2[cH:51][cH:50][c:49]([C:45]([CH3:46])([CH3:47])[CH3:48])[cH:69][cH:68]2)[CH2:55][CH2:56][c:57]2[cH:58][c:59]([O:63][C:64]([F:65])([F:66])[F:67])[cH:60][cH:61][cH:62]2)[cH:10]1. The reactants are F[B-](F)(F)F, CC(C)(C)c1ccc(CNCCc2cccc(OC(F)(F)F)c2)cc1, CCN(C(C)C)C(C)C, O=C(O)c1cc(Cl)cc2cc[nH]c12, CN(C)C=O, O, CN(C)C(On1nnc2ccccc21)=[N+](C)C. The reactants are COC1=CC=C(CNC2=NC3=CC=C(C=C3C=C2/C=C/C(=O)NCC2CCCCC2)Br)C=C1 ((E)-3-(2-(4-methoxybenzylamino)-6-bromoquinolin-3-yl)-N-(cyclohexylmethyl)acrylamide). Reagents/catalysts: [Pt] (Platinum). Solvent: CCO (EtOH). Conditions: time 18 hour. The product is COC1=CC=C(CNC2=NC3=CC=C(C=C3C=C2CCC(=O)NCC2CCCCC2)Br)C=C1 (3-(2-(4-methoxybenzylamino)-6-bromoquinolin-3-yl)-N-(cyclohexylmethyl)propanamide). As a reaction SMILES: [CH3:1][O:2][C:3]1[CH:33]=[CH:32][C:6]([CH2:7][NH:8][C:9]2[C:18](/[CH:19]=[CH:20]/[C:21]([NH:23][CH2:24][CH:25]3[CH2:30][CH2:29][CH2:28][CH2:27][CH2:26]3)=[O:22])=[CH:17][C:16]3[C:11](=[CH:12][CH:13]=[C:14]([Br:31])[CH:15]=3)[N:10]=2)=[CH:5][CH:4]=1>CCO.[Pt]>[CH3:1][O:2][C:3]1[CH:4]=[CH:5][C:6]([CH2:7][NH:8][C:9]2[C:18]([CH2:19][CH2:20][C:21]([NH:23][CH2:24][CH:25]3[CH2:30][CH2:29][CH2:28][CH2:27][CH2:26]3)=[O:22])=[CH:17][C:16]3[C:11](=[CH:12][CH:13]=[C:14]([Br:31])[CH:15]=3)[N:10]=2)=[CH:32][CH:33]=1. Procedure details: DMF (54 ml, 701 mmol, 2.5 eq.) was added dropwise (via a syringe pump) to phosphoryl trichloride (179 ml, 1962 mmol, 7.0 eq.) in a 350 mL sealed tube in an ice bath under nitrogen. After the addition, the water bath was removed and N-(4-bromophenyl)acetamide (60 g, 280 mmol) was added in one portion and the resulting mixture was stirred until a homogenous solution was observed (approx. 30 min.). The reaction vessel was sealed and heated at 75° C. for 48 h. The reaction was allowed to cool and sl... Starting materials: CC1(C2=C(CN(C1)S(=O)(=O)C1=C(C=CC=C1)[N+](=O)[O-])C=C(S2)C(=O)NOC2OCCCC2)C (7,7-dimethyl-5-(2-nitrophenylsulfonyl)-N-(tetrahydro-2H-pyran-2-yloxy)-4,5,6,7-tetrahydrothieno[3,2-c]pyridine-2-carboxamide), C([O-])([O-])=O.[Cs+].[Cs+] (cesium carbonate), C1(=CC=CC=C1)S (thiophenol). Solvent: C(C)#N (acetonitrile), C(C)#N (acetonitrile). Conditions: time 8 hour. Product: CC1(C2=C(CNC1)C=C(S2)C(=O)NOC2OCCCC2)C (7,7-dimethyl-N-(tetrahydro-2H-pyran-2-yloxy)-4,5,6,7-tetrahydrothieno[3,2-c]pyridine-2-carboxamide). The yield is 85.2%. As a reaction SMILES: [CH3:1][C:2]1([CH3:33])[CH2:7][N:6](S(C2C=CC=CC=2[N+]([O-])=O)(=O)=O)[CH2:5][C:4]2[CH:20]=[C:21]([C:23]([NH:25][O:26][CH:27]3[CH2:32][CH2:31][CH2:30][CH2:29][O:28]3)=[O:24])[S:22][C:3]1=2.C(=O)([O-])[O-].[Cs+].[Cs+].C1(S)C=CC=CC=1>C(#N)C>[CH3:1][C:2]1([CH3:33])[CH2:7][NH:6][CH2:5][C:4]2[CH:20]=[C:21]([C:23]([NH:25][O:26][CH:27]3[CH2:32][CH2:31][CH2:30][CH2:29][O:28]3)=[O:24])[S:22][C:3]1=2 |f:1.2.3|. Procedure details: To a mixture of 7,7-dimethyl-5-(2-nitrophenylsulfonyl)-N-(tetrahydro-2H-pyran-2-yloxy)-4,5,6,7-tetrahydrothieno[3,2-c]pyridine-2-carboxamide (15.4 g, 31 mmol) and cesium carbonate (20.2 g, 62 mmol) in acetonitrile (800 mL) was added a solution of thiophenol (6.85 g, 62 mmol) in acetonitrile (70 mL). The reaction mixture was stirred at room temperature overnight. The solvent was removed in vacuo and the residue applied to silica gel chromatography (0-20% DCM/MeOH) to afford the title compound (8.... Yields the product C(C1=CC=CC=C1)OP(O)(=O)CCOCC1=CC=CC=C1 ((2-benzyloxy-ethyl)-phosphonic acid monobenzyl ester). Procedure details: To a solution of (2-benzyloxy-ethyl)-phosphonic acid dibenzyl ester (0.200 g, 0.543 mmol) in THF was added a solution of NaOH (1.36 mL, 1M) in water. The reaction mixture was stirred at room temperature for 3 hours. Most of THF was removed in vacuo and the residue was dissolved in water. The aqueous solution was washed with ethylacetate three times then acidified with 1N HCl (to pH=1) then extracted with ethylacetate. The organic phase was dried (MgSO4), concentrated and co-evaporated with tolue... Solvent: C1CCOC1 (THF), O (water). Conditions: time 3 hour. Reaction SMILES: [CH2:1]([O:8][P:9]([CH2:19][CH2:20][O:21][CH2:22][C:23]1[CH:28]=[CH:27][CH:26]=[CH:25][CH:24]=1)(=[O:18])[O:10]CC1C=CC=CC=1)[C:2]1[CH:7]=[CH:6][CH:5]=[CH:4][CH:3]=1.[OH-].[Na+]>C1COCC1.O>[CH2:1]([O:8][P:9]([CH2:19][CH2:20][O:21][CH2:22][C:23]1[CH:28]=[CH:27][CH:26]=[CH:25][CH:24]=1)(=[O:10])[OH:18])[C:2]1[CH:3]=[CH:4][CH:5]=[CH:6][CH:7]=1 |f:1.2|. Reactants: C(C1=CC=CC=C1)OP(OCC1=CC=CC=C1)(=O)CCOCC1=CC=CC=C1 ((2-benzyloxy-ethyl)-phosphonic acid dibenzyl ester), [OH-].[Na+] (NaOH).